This data is from the Open Reaction Database (ORD), a public repository of structured organic reaction records. The task is: describe an organic reaction: reactants, conditions, products, and yield Product: N(CC(=O)N[C@@H](CC(C)C)C(=O)N[C@@H](C)C(=O)OCC1=CC=CC=C1)C(=O)OC(C)(C)C (Boc-Gly-Leu-Ala-OBzl), product. Procedure details: Boc-Gly-Leu-Ala-OBzl was prepared by coupling Boc-Gly-OH (5.70 g, 32.6 mmoles) to H-Leu-Ala-OBzl using the mixed anhydride procedure described in Example 2. The product (13.8 g) was obtained as an amorphous solid. Boc-Gly-Leu-Ala-OBzl was deblocked with trifluoroacetic acid by the procedure described for the preparation of H-Leu-Ala-OBzl except that the trifluoroacetate salt was soluble in ether. The preparation was dissolved in ethyl acetate and treated with anhydrous hydrogen chloride. The res... Reaction SMILES: [NH:1]([C:6]([O:8][C:9]([CH3:12])([CH3:11])[CH3:10])=[O:7])[CH2:2][C:3]([OH:5])=O.[NH2:13][C@H:14]([C:19]([NH:21][C@H:22]([C:24]([O:26][CH2:27][C:28]1[CH:33]=[CH:32][CH:31]=[CH:30][CH:29]=1)=[O:25])[CH3:23])=[O:20])[CH2:15][CH:16]([CH3:18])[CH3:17]>>[NH:1]([C:6]([O:8][C:9]([CH3:12])([CH3:11])[CH3:10])=[O:7])[CH2:2][C:3]([NH:13][C@H:14]([C:19]([NH:21][C@H:22]([C:24]([O:26][CH2:27][C:28]1[CH:29]=[CH:30][CH:31]=[CH:32][CH:33]=1)=[O:25])[CH3:23])=[O:20])[CH2:15][CH:16]([CH3:17])[CH3:18])=[O:5]. Reactants: anhydride, N(CC(=O)O)C(=O)OC(C)(C)C (Boc-Gly-OH), N[C@@H](CC(C)C)C(=O)N[C@@H](C)C(=O)OCC1=CC=CC=C1 (H-Leu-Ala-OBzl). The reactants are NC1=NC=CC=C1OCC1=C(C=CC=C1F)F (2-amino-3-(2,6-difluorobenzyloxy)pyridine), ClC1=CC=C(C=C1)N=C=S (4-chlorophenyl isothiocyanate), C1(=CC=CC=C1)C (toluene). The solvent is C(C)OCC (diethyl ether). Yields the product FC1=C(COC=2C(=NC=CC2)NC(=S)NC2=CC=C(C=C2)Cl)C(=CC=C1)F (N-[3-(2,6-Difluorobenzyloxy)pyrid-2-yl]-N'-(4-chlorophenyl)thiourea). As a reaction SMILES: [NH2:1][C:2]1[C:7]([O:8][CH2:9][C:10]2[C:15]([F:16])=[CH:14][CH:13]=[CH:12][C:11]=2[F:17])=[CH:6][CH:5]=[CH:4][N:3]=1.[Cl:18][C:19]1[CH:24]=[CH:23][C:22]([N:25]=[C:26]=[S:27])=[CH:21][CH:20]=1.C1(C)C=CC=CC=1>C(OCC)C>[F:17][C:11]1[CH:12]=[CH:13][CH:14]=[C:15]([F:16])[C:10]=1[CH2:9][O:8][C:7]1[C:2]([NH:1][C:26]([NH:25][C:22]2[CH:23]=[CH:24][C:19]([Cl:18])=[CH:20][CH:21]=2)=[S:27])=[N:3][CH:4]=[CH:5][CH:6]=1. Reported procedure: A mixture of 2-amino-3-(2,6-difluorobenzyloxy)pyridine (2.10 g, 0.009 mol), 4-chlorophenyl isothiocyanate (1.81 g, 0.01 mol) and toluene (10 ml) was refluxed for 3 hours, then cooled and treated with diethyl ether to induce crystallisation of the product. Yield 2.71 g (75%), m.p. 151°-154 ° C. Reactants: ClC(Cl)Cl, O=C(OO)c1cccc(Cl)c1, CSc1ccc2nc(C(F)(F)F)nc(Cl)c2c1. Product: CS(=O)c1ccc2nc(C(F)(F)F)nc(Cl)c2c1. As a reaction SMILES: [CH:29]([Cl:30])([Cl:31])[Cl:32].[Cl:18][c:19]1[cH:20][cH:21][cH:22][c:23]([C:24]([O:25][OH:27])=[O:26])[cH:28]1.[Cl:1][c:2]1[n:3][c:4]([C:14]([F:15])([F:16])[F:17])[n:5][c:6]2[cH:7][cH:8][c:9]([S:12][CH3:13])[cH:10][c:11]12>>[Cl:1][c:2]1[n:3][c:4]([C:14]([F:15])([F:16])[F:17])[n:5][c:6]2[cH:7][cH:8][c:9]([S:12]([CH3:13])=[O:26])[cH:10][c:11]12. Starting materials: COC1OCC(CC1)CO (2-Methoxy-5-hydroxymethyltetrahydropyran), C(C)(=O)OC(C)=O (Acetic anhydride). Solvent: N1=CC=CC=C1 (pyridine). Reaction conditions: temperature 5 celsius, time 1 hour. The product is COC1OCC(CC1)COC(C)=O (2-methoxy-5-acetoxymethyltetrahydropyran). The yield is 80.0%. Reaction SMILES: [CH3:1][O:2][CH:3]1[CH2:8][CH2:7][CH:6]([CH2:9][OH:10])[CH2:5][O:4]1.[C:11](OC(=O)C)(=[O:13])[CH3:12]>N1C=CC=CC=1>[CH3:1][O:2][CH:3]1[CH2:8][CH2:7][CH:6]([CH2:9][O:10][C:11](=[O:13])[CH3:12])[CH2:5][O:4]1. Procedure details: 2-Methoxy-5-hydroxymethyltetrahydropyran (0.91 g) was dissolved in pyridine (10 ml), and the solution cooled to 5° C. Acetic anhydride (3.15 ml) was added thereto, and the mixture stirred at the same temperature For 1 hour, and then at room temperature overnight. After removing pyridine by evaporation under reduced pressure, the residue was purified on a silica gel column (eluent: n-hexane/ethyl acetate=1/2) to obtain the desired product (0.93 g, 80.0%) as pale yellow oil. The reactants are CCOC(=O)CBr, CC(=O)Oc1cccc(O)c1, CN(C)C=O, [Ca+2], O=C([O-])[O-]. Product: CCOC(=O)COc1cccc(OC(C)=O)c1. As a reaction SMILES: [Br:17][CH2:18][C:19](=[O:20])[O:21][CH2:22][CH3:23].[C:1]([CH3:2])(=[O:3])[O:4][c:5]1[cH:6][c:7]([OH:11])[cH:8][cH:9][cH:10]1.[CH3:24][N:25]([CH3:26])[CH:27]=[O:28].[Ca+2:12].[O-:13][C:14](=[O:15])[O-:16]>>[C:1]([CH3:2])(=[O:3])[O:4][c:5]1[cH:6][c:7]([O:11][CH2:18][C:19](=[O:20])[O:21][CH2:22][CH3:23])[cH:8][cH:9][cH:10]1. Reactants: O.N (ammonia water), [N+](=O)([O-])[O-].[Ca+2].[N+](=O)([O-])[O-] (calcium nitrate), ammonium hydrogen-phosphate [NH4)2HPO4, C(C(C)[*:2])[*:1] (polypropylene), O.N (ammonia water), resultant solution, P(=O)(O)([O-])[O-].[NH4+].[NH4+] (ammonium hydrogenphosphate), [N+](=O)([O-])[O-].[Ca+2].[N+](=O)([O-])[O-] (calcium nitrate). Run in O (water), O (water), O (water), O (water). Reaction conditions: temperature 80 celsius, time 2 day. The product is P(=O)([O-])([O-])[O-].[Ca+2].P(=O)([O-])([O-])[O-].[Ca+2].[Ca+2] (calcium phosphate). As a reaction SMILES: [N+]([O-])([O-])=O.[Ca+2:5].[N+]([O-])([O-])=O.O.N.[P:12]([O-:16])([O-:15])([OH:14])=[O:13].[NH4+].[NH4+]>O>[P:12]([O-:16])([O-:15])([O-:14])=[O:13].[Ca+2:5].[P:12]([O-:16])([O-:15])([O-:14])=[O:13].[Ca+2:5].[Ca+2:5] |f:0.1.2,3.4,5.6.7,9.10.11.12.13|. Procedure: In 7.1 l. of distilled water there was dissolved 2500 g of commercially available calcium nitrate [Ca(No3)2. 4H2O], and 7.9 l. of 28% ammonia water was slowly added to the resultant solution. The thus obtained solution was then diluted with 3 1. l. of distilled water. Separately therefrom, 840 g of commercially available ammonium hydrogen-phosphate [NH4)2HPO4 ] was dissolved in 10 l. of distilled water. 4.8 l. of 28% ammonia water and 10 l. of distilled water were then added to this solution. Wh... Starting materials: CC(C)(C)c1ccc(S(=O)(=O)Cl)cc1, Cc1ccccc1, COc1cccc(Oc2c(N)cc(C#N)cc2OCCO)c1, c1ccncc1. Yields the product COc1cccc(Oc2c(NS(=O)(=O)c3ccc(C(C)(C)C)cc3)cc(C#N)cc2OCCO)c1. RXN SMILES: [C:23]([CH3:24])([CH3:25])([CH3:26])[c:27]1[cH:28][cH:29][c:30]([S:33](=[O:34])(=[O:35])[Cl:36])[cH:31][cH:32]1.[CH3:43][c:44]1[cH:45][cH:46][cH:47][cH:48][cH:49]1.[NH2:1][c:2]1[cH:3][c:4]([C:5]#[N:6])[cH:7][c:8]([O:19][CH2:20][CH2:21][OH:22])[c:9]1[O:10][c:11]1[cH:12][c:13]([O:17][CH3:18])[cH:14][cH:15][cH:16]1.[cH:37]1[cH:38][cH:39][n:40][cH:41][cH:42]1>>[NH:1]([c:2]1[cH:3][c:4]([C:5]#[N:6])[cH:7][c:8]([O:19][CH2:20][CH2:21][OH:22])[c:9]1[O:10][c:11]1[cH:12][c:13]([O:17][CH3:18])[cH:14][cH:15][cH:16]1)[S:33]([c:30]1[cH:29][cH:28][c:27]([C:23]([CH3:24])([CH3:25])[CH3:26])[cH:32][cH:31]1)(=[O:34])=[O:35]. Reactants: CO, COC(=O)c1cc(Cl)c(O)c([N+](=O)[O-])c1, [Fe], O. The product is COC(=O)c1cc(N)c(O)c(Cl)c1. As a reaction SMILES: [CH3:16][OH:17].[CH3:1][O:2][C:3]([c:4]1[cH:5][c:6]([Cl:14])[c:7]([OH:13])[c:8]([N+:10]([O-:11])=[O:12])[cH:9]1)=[O:15].[Fe:19].[OH2:18]>>[CH3:1][O:2][C:3]([c:4]1[cH:5][c:6]([Cl:14])[c:7]([OH:13])[c:8]([NH2:10])[cH:9]1)=[O:15].